This data is from the Open Reaction Database (ORD), a public repository of structured organic reaction records. The task is: describe an organic reaction: reactants, conditions, products, and yield Reactants: CC(C)(C(C=CC(=O)C1=CC=C(C=C1)Cl)=O)C (2,2-Dimethyl-6-p-chlorophenyl-hex-4-en-3,6-dione), N1N=CN=C1 (1,2,4-triazole). The solvent is C1(=CC=CC=C1)C (toluene). The product is N1(N=CN=C1)C(C(C(C)(C)C)=O)CC(=O)C1=CC=C(C=C1)Cl (4-(1,2,4-triazol-1-yl)-2,2-dimethyl-6-p-chlorophenyl-hexan-3,6-dione). Yield: 75.0%. Reaction SMILES: [CH3:1][C:2]([CH3:17])([C:4](=[O:16])[CH:5]=[CH:6][C:7]([C:9]1[CH:14]=[CH:13][C:12]([Cl:15])=[CH:11][CH:10]=1)=[O:8])[CH3:3].[NH:18]1[CH:22]=[N:21][CH:20]=[N:19]1>C1(C)C=CC=CC=1>[N:18]1([CH:5]([CH2:6][C:7]([C:9]2[CH:10]=[CH:11][C:12]([Cl:15])=[CH:13][CH:14]=2)=[O:8])[C:4](=[O:16])[C:2]([CH3:17])([CH3:1])[CH3:3])[CH:22]=[N:21][CH:20]=[N:19]1. Procedure details: 2,2-Dimethyl-6-p-chlorophenyl-hex-4-en-3,6-dione (0.05 mol) and 1,2,4-triazole (0.05 mol) were suspended in toluene (200 ml) and refluxed for 24 hours. After cooling to room temperature, the excess triazole was filtered off and the organic layer washed with water (2×150 ml) and dried over anhydrous sodium sulphate. Removal of the solvent gave a brown solid which on recrystallisation from petrol/chloroform gave 4-(1,2,4-triazol-1-yl)-2,2-dimethyl-6-p-chlorophenyl-hexan-3,6-dione (75% yield) as co... Yields the product S1C(=NC2=C1C=CC=C2)SC[C@@H](C)NC=2C=1N=CN([C@H]3[C@H](O)[C@H](O)[C@@H](CO)O3)C1N=C(N2)C (N-[(R)-1-(2-benzothiazolyl)thio-2-propyl]-2-methyladenosine). Run in CO (methanol). Yield: 22.9%. The reactants are ClC=1N=C(C=2N=CN([C@H]3[C@H](O)[C@H](O)[C@@H](CO)O3)C2N1)N[C@@H](CSC=1SC2=C(N1)C=CC=C2)C (2-chloro-N-[(R)-1-(2-benzothiazolyl)thio-2-propyl]adenosine), CC=1N=C(C=2N=CN([C@H]3[C@H](O)[C@H](O)[C@@H](CO)O3)C2N1)N (2-methyladenosine), C[O-].[Na+] (sodium methoxide), C(C)(=O)O[C@H]1[C@@H](O[C@@H]([C@H]1OC(C)=O)COC(C)=O)N1C2=NC(=NC(=C2N=C1)Cl)C (9-(2,3,5-tri-O-acetyl-β-D-ribofuranosyl)-6-chloro-2-methyl-9H-purine), 2',3',5'-tri-O-acetyl. Reaction SMILES: Cl[C:2]1[N:3]=[C:4]([NH:20][C@H:21]([CH3:33])[CH2:22][S:23][C:24]2[S:25][C:26]3[CH:32]=[CH:31][CH:30]=[CH:29][C:27]=3[N:28]=2)[C:5]2[N:6]=[CH:7][N:8]([C:18]=2[N:19]=1)[C@@H:9]1[O:17][C@H:14]([CH2:15][OH:16])[C@@H:12]([OH:13])[C@H:10]1[OH:11].[C:34](O[C@@H]1[C@H](OC(=O)C)[C@@H](COC(=O)C)O[C@H]1N1C=NC2C1=NC(C)=NC=2Cl)(=O)C.CC1N=C(N)C2N=CN(C=2N=1)[C@@H]1O[C@H](CO)[C@@H](O)[C@H]1O.C[O-].[Na+]>CO>[S:25]1[C:26]2[CH:32]=[CH:31][CH:30]=[CH:29][C:27]=2[N:28]=[C:24]1[S:23][CH2:22][C@H:21]([NH:20][C:4]1[C:5]2[N:6]=[CH:7][N:8]([C:18]=2[N:19]=[C:2]([CH3:34])[N:3]=1)[C@@H:9]1[O:17][C@H:14]([CH2:15][OH:16])[C@@H:12]([OH:13])[C@H:10]1[OH:11])[CH3:33] |f:3.4|. Procedure: The title compound was prepared according to general method A as described above in Example 1 by reacting 2-[(R)-2-amino-1-propylthio]benzothiazole hydrochloride (prepared as described in Example 5) (0.89 g, 3.0 mmol) with 9-(2,3,5-tri-O-acetyl-β-D-ribofuranosyl)-6-chloro-2-methyl-9H-purine (1.07 g, 2.5 mmol) [prepared from 2-methylinosine (Journal of Organic Chemistry, 1967, 32, 3258-3260) by standard acylation and chlorination steps]. Deacylation of the purified 2',3',5'-tri-O-acetyl-N-[(R)-1-... The reactants are O=Cc1cc([N+](=O)[O-])ccc1Cl, Oc1ccc(F)cc1, [Na+], [OH-], O. Product: O=Cc1cc([N+](=O)[O-])ccc1Oc1ccc(F)cc1. As a reaction SMILES: [Cl:9][c:10]1[c:11]([CH:12]=[O:13])[cH:14][c:15]([N+:18](=[O:19])[O-:20])[cH:16][cH:17]1.[F:1][c:2]1[cH:3][cH:4][c:5]([OH:8])[cH:6][cH:7]1.[Na+:22].[OH-:21].[OH2:23]>>[F:1][c:2]1[cH:3][cH:4][c:5]([O:8][c:10]2[c:11]([CH:12]=[O:13])[cH:14][c:15]([N+:18](=[O:19])[O-:20])[cH:16][cH:17]2)[cH:6][cH:7]1. RXN SMILES: [OH:1][C:2]1[C:3]([CH3:15])=[C:4]2[C:9](=[C:10]([CH3:13])[C:11]=1[CH3:12])[O:8][C:7](=[O:14])[CH2:6][CH2:5]2.[CH:16]([Si:19](Cl)([CH:23]([CH3:25])[CH3:24])[CH:20]([CH3:22])[CH3:21])([CH3:18])[CH3:17].N1C=CN=C1>CN(C=O)C.C(OCC)(=O)C>[CH3:15][C:3]1[C:2]([O:1][Si:19]([CH:23]([CH3:25])[CH3:24])([CH:20]([CH3:22])[CH3:21])[CH:16]([CH3:18])[CH3:17])=[C:11]([CH3:12])[C:10]([CH3:13])=[C:9]2[C:4]=1[CH2:5][CH2:6][C:7](=[O:14])[O:8]2. The solvent is CN(C)C=O (DMF), C(C)(=O)OCC (ethyl acetate). Starting materials: OC=1C(=C2CCC(OC2=C(C1C)C)=O)C (6-hydroxy-5,7,8-trimethyl-chroman-2-one), C(C)(C)[Si](C(C)C)(C(C)C)Cl (triisopropylsilyl chloride), N1C=NC=C1 (imidazole). The yield is 58.3%. Procedure details: A solution of 6-hydroxy-5,7,8-trimethyl-chroman-2-one (1.22 g), triisopropylsilyl chloride (1.71 g) and imidazole (806 mg, 11.84 mmol) in anhydrous DMF (2 mL) was stirred at room temperature for two days. The solution was diluted with ethyl acetate, washed with water and brine. Evaporation and chromatography (silica gel, hexane-ethyl acetate) gave 1.25 g of 5,7,8-trimethyl-6-triisopropylsilanyloxy-chroman-2-one. Product: CC1=C2CCC(OC2=C(C(=C1O[Si](C(C)C)(C(C)C)C(C)C)C)C)=O (5,7,8-trimethyl-6-triisopropylsilanyloxy-chroman-2-one). Reactants: S1C2=C(C=C1)C(C=1SC=CC1C2=O)=O (Benzo[1,2-b:4,5-b′]dithiophene-4,8-dione), [OH-].[Na+] (NaOH), C(CCCCC)C(COS(=O)(=O)C1=CC=C(C=C1)C)CCCCCCCC (2-hexyldecyl(4-methylbenzenesulfonate)). Reagents/catalysts: [Zn] (Zn). Solvent: O (water), O (water), C(C)O (ethanol). The product is C(CCCCC)C(COC1=C2C(SC=C2)=C(C2=C1SC=C2)OCC(CCCCCCCC)CCCCCC)CCCCCCCC (4,8-bis[(2-hexyldecyl)oxy]-benzo[1,2-b:4,5-b′]dithiophene). RXN SMILES: [S:1]1[CH:5]=[CH:4][C:3]2[C:6](=[O:14])[C:7]3[S:8][CH:9]=[CH:10][C:11]=3[C:12](=[O:13])[C:2]1=2.[OH-].[Na+].[CH2:17]([CH:23]([CH2:36][CH2:37][CH2:38][CH2:39][CH2:40][CH2:41][CH2:42][CH3:43])[CH2:24]OS(C1C=CC(C)=CC=1)(=O)=O)[CH2:18][CH2:19][CH2:20][CH2:21][CH3:22]>C(O)C.O.[Zn]>[CH2:17]([CH:23]([CH2:36][CH2:37][CH2:38][CH2:39][CH2:40][CH2:41][CH2:42][CH3:43])[CH2:24][O:14][C:6]1[C:7]2[S:8][CH:9]=[CH:10][C:11]=2[C:12]([O:13][CH2:24][CH:23]([CH2:17][CH2:18][CH2:19][CH2:20][CH2:21][CH3:22])[CH2:36][CH2:37][CH2:38][CH2:39][CH2:40][CH2:41][CH2:42][CH3:43])=[C:2]2[S:1][CH:5]=[CH:4][C:3]=12)[CH2:18][CH2:19][CH2:20][CH2:21][CH3:22] |f:1.2|. Procedure details: Benzo[1,2-b:4,5-b′]dithiophene-4,8-dione (1.0 g, 4.54 mmol) and Zn powder (0.659 g, 10.1 mmol) were suspended in ethanol (10 mL). A solution of NaOH (3 g) in water (15 mL) was added. The resulting mixture was heated to reflux for 1 hour, after which 2-hexyldecyl(4-methylbenzenesulfonate) (3.86 g, 9.73 mmol) was added. The reaction was heated to reflux overnight. The reaction was cooled to room temperature and water (50 mL) was added. The reaction was extracted with ether, followed by separation ... Starting materials: COc1cc(C(C)C)c(O)cc1Cl, N#CCI, [K+], [K+], O=C([O-])[O-], CN(C)C=O. The product is COc1cc(C(C)C)c(OCC#N)cc1Cl. RXN SMILES: [Cl:1][c:2]1[c:3]([O:12][CH3:13])[cH:4][c:5]([CH:9]([CH3:10])[CH3:11])[c:6]([OH:8])[cH:7]1.[I:20][CH2:21][C:22]#[N:23].[K+:14].[K+:15].[O-:16][C:17]([O-:18])=[O:19].[O:24]=[CH:25][N:26]([CH3:27])[CH3:28]>>[Cl:1][c:2]1[c:3]([O:12][CH3:13])[cH:4][c:5]([CH:9]([CH3:10])[CH3:11])[c:6]([O:8][CH2:21][C:22]#[N:23])[cH:7]1.